This data is from the Open Reaction Database (ORD), a public repository of structured organic reaction records. The task is: describe an organic reaction: reactants, conditions, products, and yield Starting materials: ICCCC1C(CC2COCCO2)OCCO1 (8-iodo-1,4-bis(ethylenedioxy)octane), C1(=CC=CC=C1)P(C1=CC=CC=C1)C1=CC=CC=C1 (triphenylphosphine), CCOCC (ether). Solvent: C1=CC=CC=C1 (benzene). Run at time 16 hour. Yields the product [I-].C1OC(CCCC[P+](C2=CC=CC=C2)(C2=CC=CC=C2)C2=CC=CC=C2)C(C2COCCO2)OC1 (5,8-bis(ethylenedioxy)octyl-triphenyl phosphonium iodide). Reaction SMILES: [I:1][CH2:2][CH2:3][CH2:4][CH:5]1[O:17][CH2:16][CH2:15][O:14][CH:6]1[CH2:7][CH:8]1[O:13][CH2:12][CH2:11][O:10][CH2:9]1.[C:18]1([P:24]([C:31]2[CH:36]=[CH:35][CH:34]=[CH:33][CH:32]=2)[C:25]2[CH:30]=[CH:29][CH:28]=[CH:27][CH:26]=2)[CH:23]=[CH:22][CH:21]=[CH:20][CH:19]=1.CCOCC>C1C=CC=CC=1>[I-:1].[CH2:15]1[CH2:16][O:17][CH:7]([CH:8]2[O:13][CH2:12][CH2:11][O:10][CH2:9]2)[CH:6]([CH2:5][CH2:4][CH2:3][CH2:2][P+:24]([C:25]2[CH:26]=[CH:27][CH:28]=[CH:29][CH:30]=2)([C:31]2[CH:36]=[CH:35][CH:34]=[CH:33][CH:32]=2)[C:18]2[CH:19]=[CH:20][CH:21]=[CH:22][CH:23]=2)[O:14]1 |f:4.5|. Procedure: The iodide from Example XX (8.2 g, 0.023 mol) and triphenylphosphine (10 g, 0.038 mol) were dissolved in benzene (70 ml). The solution was boiled with stirring for 16 hours. After cooling, the benzene layer was decanted and the viscous residue was dissolved in a little acetone. Addition of ether gave 5.01 g (35% by weight yield) of a crystalline product, melting point 102°-104° C., while dilution of the mother liquor with ether gave a further 6.0 g (42% by weight yield) of less pure product (oil... The reactants are ClC1=NC(=CC=C1)Cl (2,6-dichloropyridine), N1CCNCC1 (piperazine), N1=CC=CC=C1 (pyridine). Product: N1(CCCC1)C1=CC=CC(=N1)N1CCNCC1 (4-[6-(1-Pyrrolidinyl)-2-pyridinyl]piperazine). RXN SMILES: Cl[C:2]1[CH:7]=[CH:6][CH:5]=[C:4](Cl)[N:3]=1.[NH:9]1[CH2:14][CH2:13][NH:12][CH2:11][CH2:10]1.[N:15]1[CH:20]=[CH:19][CH:18]=[CH:17]C=1>>[N:15]1([C:4]2[N:3]=[C:2]([N:9]3[CH2:14][CH2:13][NH:12][CH2:11][CH2:10]3)[CH:7]=[CH:6][CH:5]=2)[CH2:17][CH2:18][CH2:19][CH2:20]1. Procedure: A solution of 2,6-dichloropyridine (10 g) and piperazine (25 g) in pyridine (30 ml) is stirred at 65° for 3 h and at 20°-25° overnight. The reaction mixture is concentrated, the residue is partitioned between ether and aqueous potassium carbonate. The organic phase is separated, washed with saline, dried over sodium sulfate and concentrated. The residue is added to pyrrolidine (15 g), pyridine (100 ml) and heated at 100° for 6 days. The reaction mixture is concentrated. The residue is partitione... Reactants: Cc1cn(CC2CC(c3ccc(-c4ccc(N5CC(CO[Si](C)(C)C(C)(C)C)OC5=O)cc4F)cc3)=NO2)nn1, CCCC[N+](CCCC)(CCCC)CCCC, CCOC(C)=O, [F-], C1CCOC1. Product: Cc1cn(CC2CC(c3ccc(-c4ccc(N5CC(CO)OC5=O)cc4F)cc3)=NO2)nn1. RXN SMILES: [C:1]([Si:2]([CH3:3])([CH3:4])[O:6][CH2:7][CH:8]1[CH2:9][N:10]([c:14]2[cH:15][c:16]([F:38])[c:17](-[c:20]3[cH:21][cH:22][c:23]([C:26]4=[N:27][O:28][CH:29]([CH2:31][n:32]5[n:33][n:34][c:35]([CH3:37])[cH:36]5)[CH2:30]4)[cH:24][cH:25]3)[cH:18][cH:19]2)[C:11](=[O:13])[O:12]1)([CH3:5])([CH3:39])[CH3:40].[CH3:42][CH2:43][CH2:44][CH2:45][N+:46]([CH2:47][CH2:48][CH2:49][CH3:50])([CH2:51][CH2:52][CH2:53][CH3:54])[CH2:55][CH2:56][CH2:57][CH3:58].[CH3:59][CH2:60][O:61][C:62](=[O:63])[CH3:64].[F-:41].[O:65]1[CH2:66][CH2:67][CH2:68][CH2:69]1>>[OH:6][CH2:7][CH:8]1[CH2:9][N:10]([c:14]2[cH:15][c:16]([F:38])[c:17](-[c:20]3[cH:21][cH:22][c:23]([C:26]4=[N:27][O:28][CH:29]([CH2:31][n:32]5[n:33][n:34][c:35]([CH3:37])[cH:36]5)[CH2:30]4)[cH:24][cH:25]3)[cH:18][cH:19]2)[C:11](=[O:13])[O:12]1. Starting materials: CC1=NN2C(C(=CC=C2)[C@H]2[C@@H](C2)C=O)=C1 (Trans-2-(2-methylpyrazolo[1,5-a]pyridin-4-yl)cyclopropanecarbaldehyde), [OH-].[Na+] (sodium hydroxide), Cl.NO (hydroxylamine hydrochloride). Solvent: C(C)O.O (ethanol water). Run at temperature 60 celsius, time 3 hour. The product is CC1=NN2C(C(=CC=C2)[C@H]2[C@@H](C2)C=NO)=C1 (trans-2-(2-methylpyrazolo[1,5-a]pyridin-4-yl)cyclopropanecarbaldehyde oxime). Isolated yield 96.0%. As a reaction SMILES: [CH3:1][C:2]1[CH:15]=[C:5]2[C:6]([C@@H:10]3[CH2:12][C@H:11]3[CH:13]=O)=[CH:7][CH:8]=[CH:9][N:4]2[N:3]=1.[OH-:16].[Na+].Cl.[NH2:19]O>C(O)C.O>[CH3:1][C:2]1[CH:15]=[C:5]2[C:6]([C@@H:10]3[CH2:12][C@H:11]3[CH:13]=[N:19][OH:16])=[CH:7][CH:8]=[CH:9][N:4]2[N:3]=1 |f:1.2,3.4,5.6|. Procedure details: Trans-2-(2-methylpyrazolo[1,5-a]pyridin-4-yl)cyclopropanecarbaldehyde (1.62 g, 8.08 mmol), 8 M aqueous sodium hydroxide solution (4.04 mL, 32.3 mmol) and hydroxylamine hydrochloride (1.85 g, 26.7 mmol) was dissolved in ethanol/water (65 mL/13 mL), and the mixture was stirred at 60° C. for 3 hr. The reaction solution was concentrated, extracted with ethyl acetate, washed with saturated brine, and dried over anhydrous sodium sulfate, and the solvent was evaporated under reduced pressure to give th... Reactants: 2B, O1COC2=C1C=CC(=C2)O (1,3-benzodioxol-5-ol), BrC1=CC=C(C=C1)O (4-bromophenol), replace1-(2-cyclopropylethyl)-1H-indole-2,3-dione, C1(=CC=CC=C1)C(N1C(C(C2=CC=CC=C12)=O)=O)C1=CC=CC=C1 (1-(diphenylmethyl)-1H-indole-2,3-dione). Product: BrC=1C=CC(=C(C1)C1(C(N(C2=CC=CC=C12)C(C1=CC=CC=C1)C1=CC=CC=C1)=O)O)O (3-(5-bromo-2-hydroxyphenyl)-1-(diphenylmethyl)-3-hydroxy-1,3-dihydro-2H-indol-2-one). RXN SMILES: [C:1]1([CH:7]([C:19]2[CH:24]=[CH:23][CH:22]=[CH:21][CH:20]=2)[N:8]2[C:16]3[C:11](=[CH:12][CH:13]=[CH:14][CH:15]=3)[C:10](=[O:17])[C:9]2=[O:18])[CH:6]=[CH:5][CH:4]=[CH:3][CH:2]=1.O1C2C=CC(O)=CC=2OC1.[Br:35][C:36]1[CH:41]=[CH:40][C:39]([OH:42])=[CH:38][CH:37]=1>>[Br:35][C:36]1[CH:37]=[CH:38][C:39]([OH:42])=[C:40]([C:10]2([OH:17])[C:11]3[C:16](=[CH:15][CH:14]=[CH:13][CH:12]=3)[N:8]([CH:7]([C:1]3[CH:2]=[CH:3][CH:4]=[CH:5][CH:6]=3)[C:19]3[CH:24]=[CH:23][CH:22]=[CH:21][CH:20]=3)[C:9]2=[O:18])[CH:41]=1. Procedure: Following the procedure as described in PREPARATION 2B, and making non-critical variations to replace1-(2-cyclopropylethyl)-1H-indole-2,3-dione with 1-(diphenylmethyl)-1H-indole-2,3-dione, and 1,3-benzodioxol-5-ol with 4-bromophenol, the title compound was obtained (90%) as an orange solid: MS (ES+) m/z 486.2 (M+1), 488.2 (M+1).